From a dataset of the Open Reaction Database (ORD), a public repository of structured organic reaction records. describe an organic reaction: reactants, conditions, products, and yield The reactants are C(C)(=O)OC(C)=O (Acetic anhydride), C(=C)NCC(=O)O (vinyl glycine), CC(=O)O (AcOH). Reaction conditions: time 30 minute. Yields the product C(C)(=O)NC(C(=O)O)C=C (2-Acetamido-2-vinylacetic acid). Yield: 55.0%. As a reaction SMILES: [C:1](OC(=O)C)(=O)[CH3:2].[CH:8]([NH:10][CH2:11][C:12]([OH:14])=[O:13])=[CH2:9].CC(O)=[O:17]>>[C:8]([NH:10][CH:11]([CH:1]=[CH2:2])[C:12]([OH:14])=[O:13])(=[O:17])[CH3:9]. Reported procedure: Acetic anhydride (2.50 g, 24.50 mmol) was added slowly into a cooled (-10° C.) solution of vinyl glycine (2.20 g, 21.78 mmol) in AcOH (100 mL). The mixture was stirred at this temperature (30 min) and then at room temperature (3 h). The solution was concentrated repeatedly from H2O. The residue was dissolved in absolute EtOH (200 mL) and then decolorized (norit, 60° C.), and filtered. The filtrate was concentrated in vacuo, and the residue was triturated with Et2O to give 1.70 g (55%) of the des... Procedure details: The titled compound is prepared substantially in accordance with the procedures of Example 4, Intermediate 13, and Example 75 using 2-{5-methyl-2-[4-(4,4,5,5-tetramethyl-[1,3,2]dioxaborolan-2-yl)phenyl]-oxazol-4-yl}-ethanol (see Intermediate 3) and 6-chloro-N,N-dimethyl-nicotinamide [CAS: 54864-83-4]. Reaction SMILES: Br[C:2]1[CH:7]=[CH:6][C:5]([C:8]2[O:9][C:10]([CH3:20])=[C:11]([CH2:13][CH2:14]OS(C)(=O)=O)[N:12]=2)=[CH:4][CH:3]=1.CC1O[C:25]([C:27]2C=C[C:30](B3OC(C)(C)C(C)(C)O3)=[CH:29][CH:28]=2)=[N:24]C=1CCO.Cl[C:46]1[CH:56]=[CH:55][C:49]([C:50]([N:52]([CH3:54])[CH3:53])=[O:51])=[CH:48][N:47]=1>>[CH3:53][N:52]([CH3:54])[C:50](=[O:51])[C:49]1[CH:55]=[CH:56][C:46]([C:2]2[CH:7]=[CH:6][C:5]([C:8]3[O:9][C:10]([CH3:20])=[C:11]([CH2:13][CH2:14][N:24]4[CH2:25][CH2:27][CH2:28][CH:29]4[CH3:30])[N:12]=3)=[CH:4][CH:3]=2)=[N:47][CH:48]=1. Product: CN(C(C1=CN=C(C=C1)C1=CC=C(C=C1)C=1OC(=C(N1)CCN1C(CCC1)C)C)=O)C (N,N-Dimethyl-6-(4-{5-methyl-4-[2-(2-methyl-pyrrolidin-1-yl)-ethyl]-oxazol-2-yl}-phenyl)-nicotinamide). Starting materials: BrC1=CC=C(C=C1)C=1OC(=C(N1)CCOS(=O)(=O)C)C (Methanesulfonic acid 2-[2-(4-bromo-phenyl)-5-methyl-oxazol-4-yl]-ethyl ester), CC1=C(N=C(O1)C1=CC=C(C=C1)B1OC(C(O1)(C)C)(C)C)CCO (2-{5-Methyl-2-[4-(4,4,5,5-tetramethyl-[1,3,2]dioxaborolan-2-yl)phenyl]-oxazol-4-yl }-ethanol), CC1=C(N=C(O1)C1=CC=C(C=C1)B1OC(C(O1)(C)C)(C)C)CCO (2-{5-Methyl-2-[4-(4,4,5,5-tetramethyl-[1,3,2]dioxaborolan-2-yl)phenyl]-oxazol-4-yl }-ethanol), ClC1=NC=C(C(=O)N(C)C)C=C1 (6-chloro-N,N-dimethyl-nicotinamide). Starting materials: NCC1=NOC(=N1)C=1N=CN2C1[C@H]1N(C(C3=C2C=CC=C3Cl)=O)CC1 ((S)-1-(3-aminomethyl-1,2,4-oxadiazol-5-yl)-8-chloro-12,12a-dihydro-9H,11H-azeto[2,1-c]-imidazo[1,5-a][1,4]benzodiazepin-9-one), C(C)N(C(C)C)C(C)C (N-ethyldiisopropylamine), BrCC1CC1 (bromomethylcyclopropane), CN(C=O)C (N,N-dimethylformamide). Product: C1(CC1)CN(CC1CC1)CC1=NOC(=N1)C=1N=CN2C1[C@H]1N(C(C3=C2C=CC=C3Cl)=O)CC1 ((S)-1-[3-(bis-cyclopropylmethylaminomethyl)-1,2,4-oxadiazol-5-yl]-8-chloro-12,12a-dihydro-9H,11H-azeto[2,1-c]imidazo[1,5-a][1,4]benzodiazepin-9-one). The yield is 38.0%. Reaction SMILES: [NH2:1][CH2:2][C:3]1[N:7]=[C:6]([C:8]2[N:9]=[CH:10][N:11]3[C:17]4[CH:18]=[CH:19][CH:20]=[C:21]([Cl:22])[C:16]=4[C:15](=[O:23])[N:14]4[CH2:24][CH2:25][C@H:13]4[C:12]=23)[O:5][N:4]=1.C(N([CH:32]([CH3:34])[CH3:33])C(C)C)C.Br[CH2:36][CH:37]1[CH2:39][CH2:38]1.[CH3:40]N(C)C=O>>[CH:39]1([CH2:38][N:1]([CH2:2][C:3]2[N:7]=[C:6]([C:8]3[N:9]=[CH:10][N:11]4[C:17]5[CH:18]=[CH:19][CH:20]=[C:21]([Cl:22])[C:16]=5[C:15](=[O:23])[N:14]5[CH2:24][CH2:25][C@H:13]5[C:12]=34)[O:5][N:4]=2)[CH2:40][CH:32]2[CH2:34][CH2:33]2)[CH2:37][CH2:36]1. Procedure: 4.6 g (12.9 mmol) of (S)-1-(3-aminomethyl-1,2,4-oxadiazol-5-yl)-8-chloro-12,12a-dihydro-9H,11H-azeto[2,1-c]-imidazo[1,5-a][1,4]benzodiazepin-9-one, 25 ml of N,N-dimethylformamide, 8.6 ml (50.3 mmol) of N-ethyldiisopropylamine and 3.4 ml (32.2 mmol) of bromomethylcyclopropane were stirred at 80° for 18 hours. The reaction solution was evaporated, the residue was dissolved in methylene chloride, the solution was washed three times with water, dried over magnesium sulfate and evaporated. The residu... Reaction SMILES: [BH4-:39].[C:41]([OH:42])([CH3:43])([CH3:44])[CH3:45].[CH3:33][CH2:34][O:35][C:36](=[O:37])[CH3:38].[Cl-:3].[Cl:4][c:5]1[cH:6][c:7]([O:8][CH2:9][CH:10]2[CH2:11][N:12]([C:16]([CH2:17][O:18][c:19]3[cH:20][cH:21][c:22]([N+:25]([O-:26])=[O:27])[cH:23][cH:24]3)([CH3:28])[CH3:29])[C:13](=[O:15])[O:14]2)[cH:30][cH:31][cH:32]1.[Na+:40].[OH2:1].[OH2:2]>>[Cl:4][c:5]1[cH:6][c:7]([O:8][CH2:9][CH:10]2[CH2:11][N:12]([C:16]([CH2:17][O:18][c:19]3[cH:20][cH:21][c:22]([NH2:25])[cH:23][cH:24]3)([CH3:28])[CH3:29])[C:13](=[O:15])[O:14]2)[cH:30][cH:31][cH:32]1. Product: CC(C)(COc1ccc(N)cc1)N1CC(COc2cccc(Cl)c2)OC1=O. Starting materials: [BH4-], CC(C)(C)O, CCOC(C)=O, [Cl-], CC(C)(COc1ccc([N+](=O)[O-])cc1)N1CC(COc2cccc(Cl)c2)OC1=O, [Na+], O, O. Reactants: N(=NC(=O)OCC)C(=O)OCC (diethyl azodicarboxylate), C1(=CC=CC=C1)P(C1=CC=CC=C1)C1=CC=CC=C1 (triphenylphosphine), OCCNC(=O)C=1C=C(C(N2CCC3=C(C12)SC=C3)=O)C3=CC=CC=C3 (4,5-dihydro-N-(2-hydroxyethyl)-8-phenyl-7-oxo-7H-thieno[2,3-a]quinolizine-10-carboxamide). Run in O1CCCC1 (tetrahydrofuran). Reaction conditions: time 24 hour. Product: O1C(=NCC1)C=1C=C(C(N2CCC3=C(C12)SC=C3)=O)C3=CC=CC=C3 (4,5-dihydro-10-(2-oxazolin-2-yl)-8-phenyl-7H-thieno[2,3-a]quinolizin-7-one). Reaction SMILES: N(C(OCC)=O)=NC(OCC)=O.C1(P(C2C=CC=CC=2)C2C=CC=CC=2)C=CC=CC=1.[OH:32][CH2:33][CH2:34][NH:35][C:36]([C:38]1[CH:39]=[C:40]([C:52]2[CH:57]=[CH:56][CH:55]=[CH:54][CH:53]=2)[C:41](=[O:51])[N:42]2[C:47]=1[C:46]1[S:48][CH:49]=[CH:50][C:45]=1[CH2:44][CH2:43]2)=O>O1CCCC1>[O:32]1[CH2:33][CH2:34][N:35]=[C:36]1[C:38]1[CH:39]=[C:40]([C:52]2[CH:57]=[CH:56][CH:55]=[CH:54][CH:53]=2)[C:41](=[O:51])[N:42]2[C:47]=1[C:46]1[S:48][CH:49]=[CH:50][C:45]=1[CH2:44][CH2:43]2. Procedure details: 0.94 g of diethyl azodicarboxylate and 0.71 g of triphenylphosphine were added to a solution of 1.0 g of 4,5-dihydro-N-(2-hydroxyethyl)-8-phenyl-7-oxo-7H-thieno[2,3-a]quinolizine-10-carboxamide in 27 ml of tetrahydrofuran, whereupon the reaction mixture was stirred for 24 hours. The mixture was then evaporated in vacuo, the residue was treated with water and extracted three times with methylene chloride. The organic phase was dried over sodium sulfate and evaporated in vacuo. The residue was chr...